Dataset: the Open Reaction Database (ORD), a public repository of structured organic reaction records. Task: describe an organic reaction: reactants, conditions, products, and yield Starting materials: CCOC(=O)CCCOc1ccc(I)cc1, COc1ccc(B(O)O)cc1, COCCOC, CCO, [Na+], O=C([O-])O, c1ccc(P(c2ccccc2)(c2ccccc2)[Pd](P(c2ccccc2)(c2ccccc2)c2ccccc2)(P(c2ccccc2)(c2ccccc2)c2ccccc2)P(c2ccccc2)(c2ccccc2)c2ccccc2)cc1. Product: CCOC(=O)CCCOc1ccc(-c2ccc(OC)cc2)cc1. Reaction SMILES: [CH2:1]([CH3:2])[O:3][C:4]([CH2:5][CH2:6][CH2:7][O:8][c:9]1[cH:10][cH:11][c:12]([I:15])[cH:13][cH:14]1)=[O:16].[CH3:17][O:18][c:19]1[cH:20][cH:21][c:22]([B:25]([OH:26])[OH:27])[cH:23][cH:24]1.[CH3:33][O:34][CH2:35][CH2:36][O:37][CH3:38].[CH3:39][CH2:40][OH:41].[Na+:32].[O-:28][C:29]([OH:30])=[O:31].[cH:42]1[cH:43][cH:44][c:45]([P:46]([Pd:47]([P:48]([c:49]2[cH:50][cH:51][cH:52][cH:53][cH:54]2)([c:55]2[cH:56][cH:57][cH:58][cH:59][cH:60]2)[c:61]2[cH:62][cH:63][cH:64][cH:65][cH:66]2)([P:67]([c:68]2[cH:69][cH:70][cH:71][cH:72][cH:73]2)([c:74]2[cH:75][cH:76][cH:77][cH:78][cH:79]2)[c:80]2[cH:81][cH:82][cH:83][cH:84][cH:85]2)[P:86]([c:87]2[cH:88][cH:89][cH:90][cH:91][cH:92]2)([c:93]2[cH:94][cH:95][cH:96][cH:97][cH:98]2)[c:99]2[cH:100][cH:101][cH:102][cH:103][cH:104]2)([c:105]2[cH:106][cH:107][cH:108][cH:109][cH:110]2)[c:111]2[cH:112][cH:113][cH:114][cH:115][cH:116]2)[cH:117][cH:118]1>>[CH2:1]([CH3:2])[O:3][C:4]([CH2:5][CH2:6][CH2:7][O:8][c:9]1[cH:10][cH:11][c:12](-[c:22]2[cH:21][cH:20][c:19]([O:18][CH3:17])[cH:24][cH:23]2)[cH:13][cH:14]1)=[O:16]. Reported procedure: To a solution of 7-bromo-5-fluoro-1H-indole (D131) (15 g) in DMF (150 mL) under N2 atmosphere were added Zn(CN)2 (24.0 g) and then Pd(PPh3)4 (15.8 g), the reaction mixture was heated to 120° C. and stirred overnight. After cooling, DCM (300 mL) was added to the resulting mixture which was filtered and the filtrate was concentrated. The crude product was purified by column chromatography to afford 7 g (64% yield) of 5-fluoro-1H-indole-7-carbonitrile (D132) as a white solid. δH (CDCl3, 400 MHz): 6... RXN SMILES: Br[C:2]1[CH:3]=[C:4]([F:11])[CH:5]=[C:6]2[C:10]=1[NH:9][CH:8]=[CH:7]2.C(Cl)Cl.[CH3:15][N:16](C=O)C>[C-]#N.[C-]#N.[Zn+2].C1C=CC([P]([Pd]([P](C2C=CC=CC=2)(C2C=CC=CC=2)C2C=CC=CC=2)([P](C2C=CC=CC=2)(C2C=CC=CC=2)C2C=CC=CC=2)[P](C2C=CC=CC=2)(C2C=CC=CC=2)C2C=CC=CC=2)(C2C=CC=CC=2)C2C=CC=CC=2)=CC=1>[F:11][C:4]1[CH:5]=[C:6]2[C:10](=[C:2]([C:15]#[N:16])[CH:3]=1)[NH:9][CH:8]=[CH:7]2 |f:3.4.5,^1:28,30,49,68|. Conditions: time 8 hour. Isolated yield 64.0%. Starting materials: BrC=1C=C(C=C2C=CNC12)F (7-bromo-5-fluoro-1H-indole), CN(C)C=O (DMF), C(Cl)Cl (DCM). Reagents/catalysts: C=1C=CC(=CC1)[P](C=2C=CC=CC2)(C=3C=CC=CC3)[Pd]([P](C=4C=CC=CC4)(C=5C=CC=CC5)C=6C=CC=CC6)([P](C=7C=CC=CC7)(C=8C=CC=CC8)C=9C=CC=CC9)[P](C=1C=CC=CC1)(C=1C=CC=CC1)C=1C=CC=CC1 (Pd(PPh3)4), [C-]#N.[C-]#N.[Zn+2] (Zn(CN)2). Yields the product FC=1C=C2C=CNC2=C(C1)C#N (5-fluoro-1H-indole-7-carbonitrile).